From a dataset of the Open Reaction Database (ORD), a public repository of structured organic reaction records. describe an organic reaction: reactants, conditions, products, and yield The product is CN(C)CCCNC(=O)c1cc(NC(=O)c2cc([N+](=O)[O-])cn2C)cn1C. Reactants: Cn1cc([N+](=O)[O-])cc1C(=O)Cl, CN(C)CCCNC(=O)c1cc([N+](=O)[O-])cn1C, CO, ClCCl. RXN SMILES: [CH3:19][n:20]1[c:21]([C:28](=[O:29])[Cl:30])[cH:22][c:23]([N+:25](=[O:26])[O-:27])[cH:24]1.[CH3:1][N:2]([CH2:3][CH2:4][CH2:5][NH:6][C:7](=[O:8])[c:9]1[n:10]([CH3:17])[cH:11][c:12]([N+:14]([O-:15])=[O:16])[cH:13]1)[CH3:18].[CH3:31][OH:32].[Cl:33][CH2:34][Cl:35]>>[CH3:1][N:2]([CH2:3][CH2:4][CH2:5][NH:6][C:7](=[O:8])[c:9]1[n:10]([CH3:17])[cH:11][c:12]([NH:14][C:28]([c:21]2[n:20]([CH3:19])[cH:24][c:23]([N+:25](=[O:26])[O-:27])[cH:22]2)=[O:29])[cH:13]1)[CH3:18]. The reactants are [Cl-], Cl, O=[N+]([O-])c1cnc2[nH]c(CO)nc2c1, N, O, O. The product is Nc1cnc2[nH]c(CO)nc2c1. Reaction SMILES: [Cl-:3].[ClH:19].[N+:4]([O-:5])(=[O:6])[c:7]1[cH:8][c:9]2[c:10]([n:11][cH:12]1)[nH:13][c:14]([CH2:16][OH:17])[n:15]2.[NH3:18].[OH2:1].[OH2:2]>>[NH2:4][c:7]1[cH:8][c:9]2[c:10]([n:11][cH:12]1)[nH:13][c:14]([CH2:16][OH:17])[n:15]2.